Task: describe an organic reaction: reactants, conditions, products, and yield. Dataset: the Open Reaction Database (ORD), a public repository of structured organic reaction records Solvent: O1CCCC1 (tetrahydrofuran). Yields the product CN(CC(COC1=C(C=CC=C1)CCCCC1=CC2=CC=CC=C2C=C1)O)C (3-Dimethylamino-1-{2-[4-(2-naphthyl)butyl]phenoxy}-2-propanol). Procedure: Following a procedure similar to that described in Example 1(b), 291 mg of 2-{2-[4-(2-naphthyl)butyl]phenoxymethyl}oxirane [prepared as described in step (a) above] dissolved in 5 ml of tetrahydrofuran were treated with 1 ml of 50% by volume aqueous dimethylamine. The crude product thus obtained was purified by column chromatography through silica gel, using a 10:1 by volume mixture of methylene chloride and methanol as the eluent, to give 279 mg (yield 84%) of the title compound. Reactants: C1=C(C=CC2=CC=CC=C12)CCCCC1=C(OCC2OC2)C=CC=C1 (2-{2-[4-(2-naphthyl)butyl]phenoxymethyl}oxirane), CNC (dimethylamine). RXN SMILES: [CH:1]1[C:10]2[C:5](=[CH:6][CH:7]=[CH:8][CH:9]=2)[CH:4]=[CH:3][C:2]=1[CH2:11][CH2:12][CH2:13][CH2:14][C:15]1[CH:25]=[CH:24][CH:23]=[CH:22][C:16]=1[O:17][CH2:18][CH:19]1[CH2:21][O:20]1.[CH3:26][NH:27][CH3:28]>O1CCCC1>[CH3:26][N:27]([CH3:28])[CH2:21][CH:19]([OH:20])[CH2:18][O:17][C:16]1[CH:22]=[CH:23][CH:24]=[CH:25][C:15]=1[CH2:14][CH2:13][CH2:12][CH2:11][C:2]1[CH:3]=[CH:4][C:5]2[C:10](=[CH:9][CH:8]=[CH:7][CH:6]=2)[CH:1]=1. Isolated yield 84.0%.